Dataset: the Open Reaction Database (ORD), a public repository of structured organic reaction records. Task: describe an organic reaction: reactants, conditions, products, and yield The reactants are COCC1CO1 (glycidyl methyl ether), C(C)OC(CN)=O (glycine ethyl ester). Solvent: C(C)O (ethanol). Product: OC(CNCC(=O)OCC)COC (ethyl 2-(2-hydroxy-3-methoxypropylamino)acetate). Yield: 100.0%. As a reaction SMILES: [CH3:1][O:2][CH2:3][CH:4]1[O:6][CH2:5]1.[CH2:7]([O:9][C:10](=[O:13])[CH2:11][NH2:12])[CH3:8]>C(O)C>[OH:6][CH:4]([CH2:3][O:2][CH3:1])[CH2:5][NH:12][CH2:11][C:10]([O:9][CH2:7][CH3:8])=[O:13]. Procedure: A solution of glycidyl methyl ether (1.00 g) and glycine ethyl ester (5.91 g) in ethanol was stirred overnight, and concentrated under reduced pressure to obtain the title compound (2.17 g). The reactants are OC=1C=C(C=CC1)C(CNC(\C=C\C=1C=NC=CC1)=O)O ((E)-N-[2-(3-hydroxyphenyl)-2-hydroxyethyl]-3-(3-pyridyl)-2-propenoic acid amide), [Cr](=O)(=O)([O-])O[Cr](=O)(=O)[O-].[NH+]1=CC=CC=C1.[NH+]1=CC=CC=C1 (pyridinium dichromate), O (water). Run in CN(C=O)C (dimethylformamide). Conditions: time 10 hour. Yields the product OC=1C=C(C(CNC(\C=C\C=2C=NC=CC2)=O)=O)C=CC1 ((E)-N-(3-hydroxyphenacyl)-3-(3-pyridyl)-2-propenoic acid amide). The yield is 30.3%. As a reaction SMILES: [OH:1][C:2]1[CH:3]=[C:4]([CH:8]([OH:21])[CH2:9][NH:10][C:11](=[O:20])/[CH:12]=[CH:13]/[C:14]2[CH:15]=[N:16][CH:17]=[CH:18][CH:19]=2)[CH:5]=[CH:6][CH:7]=1.[Cr](O[Cr]([O-])(=O)=O)([O-])(=O)=O.[NH+]1C=CC=CC=1.[NH+]1C=CC=CC=1.O>CN(C)C=O>[OH:1][C:2]1[CH:3]=[C:4]([CH:5]=[CH:6][CH:7]=1)[C:8](=[O:21])[CH2:9][NH:10][C:11](=[O:20])/[CH:12]=[CH:13]/[C:14]1[CH:15]=[N:16][CH:17]=[CH:18][CH:19]=1 |f:1.2.3|. Reported procedure: To a solution of (E)-N-[2-(3-hydroxyphenyl)-2-hydroxyethyl]-3-(3-pyridyl)-2-propenoic acid amide (568 g, 2 mmol) in dimethylformamide (4 ml), pyridinium dichromate (1.28 g, 1.7 eq.) was added under ice-cooling and stirred at room temperature for 10 hours. Then, water (4 ml) was added. Tar materials were filtered out on Celite and water (4 ml) was added to the filtrate and extracted with ethyl acetate. The solvent was distilled out under reduced pressure and the residue was solidified in ethanol ... The reactants are N1=CC=CC=C1 (pyridine), F[C@@]12[C@]3(CCC(C=C3CC[C@H]1[C@@H]1CC=C(C(C)=O)[C@]1(C[C@@H]2O)C)=O)C (9-fluoro-11β-hydroxypregna-4,16-diene-3,20-dione). The reagents and catalysts are [O-2].[O-2].[O-2].[Cr+6] (chromium trioxide). The solvent is ClCCl (dichloromethane). Run at time 30 minute. Product: F[C@@]12[C@]3(CCC(C=C3CC[C@H]1[C@@H]1CC=C(C(C)=O)[C@]1(CC2=O)C)=O)C (9-Fluoropregna-4,16-diene-3,11,20-trione). As a reaction SMILES: N1C=CC=CC=1.[F:7][C@:8]12[C@@H:27]([OH:28])[CH2:26][C@@:25]3([CH3:29])[C@@H:18]([CH2:19][CH:20]=[C:21]3[C:22](=[O:24])[CH3:23])[C@@H:17]1[CH2:16][CH2:15][C:14]1[C@:9]2([CH3:31])[CH2:10][CH2:11][C:12](=[O:30])[CH:13]=1>ClCCl.[O-2].[O-2].[O-2].[Cr+6]>[F:7][C@:8]12[C:27](=[O:28])[CH2:26][C@@:25]3([CH3:29])[C@@H:18]([CH2:19][CH:20]=[C:21]3[C:22](=[O:24])[CH3:23])[C@@H:17]1[CH2:16][CH2:15][C:14]1[C@:9]2([CH3:31])[CH2:10][CH2:11][C:12](=[O:30])[CH:13]=1 |f:3.4.5.6|. Procedure: To a solution of 8.5 ml of dry pyridine in 220 ml of dry dichloromethane is added 5.1 g of chromium trioxide in small portions. When all the solid has dissolved, 25 g of dry Celite is added followed (with stirring) by a solution of 3.0 g of 9-fluoro-11β-hydroxypregna-4,16-diene-3,20-dione. The mixture is then stirred at room temperature for 30 minutes, filtered and the solids are washed with a small amount of dichloromethane. The filtrate and the washings are combined, washed with 5% hydrochlori...